From a dataset of the Open Reaction Database (ORD), a public repository of structured organic reaction records. describe an organic reaction: reactants, conditions, products, and yield The reactants are CCOC(=O)CCCCSCCCCCSCC, CO, Cl, [Na+], [OH-], O. The product is CCSCCCCCSCCCCC(=O)O. As a reaction SMILES: [C:3]([CH2:4][CH2:5][CH2:6][CH2:7][S:8][CH2:9][CH2:10][CH2:11][CH2:12][CH2:13][S:14][CH2:15][CH3:16])(=[O:17])[O:18][CH2:19][CH3:20].[CH3:23][OH:24].[ClH:22].[Na+:2].[OH-:1].[OH2:21]>>[C:3]([CH2:4][CH2:5][CH2:6][CH2:7][S:8][CH2:9][CH2:10][CH2:11][CH2:12][CH2:13][S:14][CH2:15][CH3:16])(=[O:17])[OH:18]. The reactants are C=CCC(C(N)=O)(C(=O)OCC)C(F)F, CC#N, O. The product is C=CCC(N)(C(=O)OCC)C(F)F. Reaction SMILES: [C:1](=[O:2])([NH2:3])[C:4]([C:5](=[O:6])[O:7][CH2:8][CH3:9])([CH2:10][CH:11]=[CH2:12])[CH:13]([F:14])[F:15].[CH3:16][C:17]#[N:18].[OH2:19]>>[C:4]([C:5](=[O:6])[O:7][CH2:8][CH3:9])([CH2:10][CH:11]=[CH2:12])([CH:13]([F:14])[F:15])[NH2:18].